Dataset: the Open Reaction Database (ORD), a public repository of structured organic reaction records. Task: describe an organic reaction: reactants, conditions, products, and yield The reactants are C(C)(C)(C)OC(=O)N[C@H](C(=O)O[C@@H](CC1=C(C=[N+](C=C1Cl)[O-])Cl)C1=CC(=C(C=C1)OC(F)F)OCC1CC1)CC1=CC=C(C=C1)OS(=O)(=O)C (4-((S)-2((S)-2-(tert-butoxycarbonylamino)-3-(4-(methylsulfonyloxy)-phenyl)propanoyloxy)-2-(3-(cyclopropylmethoxy)-4-(difluoromethoxy)phenyl)-ethyl)-3,5-dichloropyridine 1-oxide), Cl (HCl). The solvent is CCOC(=O)C (EtOAc), CCOC(=O)C (EtOAc). Run at time 3 hour. Product: Cl.N[C@H](C(=O)O[C@@H](CC1=C(C=[N+](C=C1Cl)[O-])Cl)C1=CC(=C(C=C1)OC(F)F)OCC1CC1)CC1=CC=C(C=C1)OS(=O)(=O)C (4-((S)-2-((S)-2-amino-3-(4-(methylsulfonyloxy)-phenyl)propanoyloxy)-2-(3-(cyclopropylmethoxy)-4-(difluoromethoxy)phenyl)-ethyl)-3,5-dichloropyridine 1-oxide hydrochloride). Yield: 152.1%. RXN SMILES: C(OC([NH:8][C@@H:9]([CH2:39][C:40]1[CH:45]=[CH:44][C:43]([O:46][S:47]([CH3:50])(=[O:49])=[O:48])=[CH:42][CH:41]=1)[C:10]([O:12][C@H:13]([C:24]1[CH:29]=[CH:28][C:27]([O:30][CH:31]([F:33])[F:32])=[C:26]([O:34][CH2:35][CH:36]2[CH2:38][CH2:37]2)[CH:25]=1)[CH2:14][C:15]1[C:20]([Cl:21])=[CH:19][N+:18]([O-:22])=[CH:17][C:16]=1[Cl:23])=[O:11])=O)(C)(C)C.Cl>CCOC(C)=O>[ClH:21].[NH2:8][C@@H:9]([CH2:39][C:40]1[CH:41]=[CH:42][C:43]([O:46][S:47]([CH3:50])(=[O:48])=[O:49])=[CH:44][CH:45]=1)[C:10]([O:12][C@H:13]([C:24]1[CH:29]=[CH:28][C:27]([O:30][CH:31]([F:33])[F:32])=[C:26]([O:34][CH2:35][CH:36]2[CH2:38][CH2:37]2)[CH:25]=1)[CH2:14][C:15]1[C:16]([Cl:23])=[CH:17][N+:18]([O-:22])=[CH:19][C:20]=1[Cl:21])=[O:11] |f:3.4|. Reported procedure: 4-((S)-2((S)-2-(tert-butoxycarbonylamino)-3-(4-(methylsulfonyloxy)-phenyl)propanoyloxy)-2-(3-(cyclopropylmethoxy)-4-(difluoromethoxy)phenyl)-ethyl)-3,5-dichloropyridine 1-oxide (100 mg, 0.13 mmol) was dissolved in EtOAc (2 ml), and then HCl 7M in EtOAc (2 ml) was added. The mixture was stirred at RT for 3 hours, then was washed with WATER (2×). The crude was purified by preparative reverse-phase HPLC to give 69 mg (80%) of the title compound.